The task is: describe an organic reaction: reactants, conditions, products, and yield. This data is from the Open Reaction Database (ORD), a public repository of structured organic reaction records. Starting materials: ClCCCOC1=CC=C(C=C1)C1(CCOCC1)CN(C)C (1-{4-[4-(3-chloropropoxy)phenyl]tetrahydro-2H-pyran-4-yl}-N,N-dimethylmethanamine), N1CCOCC1 (morpholine), C([O-])([O-])=O.[K+].[K+] (potassium carbonate), N1CCOCC1 (morpholine), C([O-])([O-])=O.[K+].[K+] (potassium carbonate). The solvent is C(C)#N (acetonitrile). Yields the product CN(CC1(CCOCC1)C1=CC=C(C=C1)OCCCN1CCOCC1)C (N,N-dimethyl-1-{4-[4-(3-morpholin-4-ylpropoxy)phenyl]tetrahydro-2H-pyran-4-yl}methanamine). Yield: 52.6%. As a reaction SMILES: Cl[CH2:2][CH2:3][CH2:4][O:5][C:6]1[CH:11]=[CH:10][C:9]([C:12]2([CH2:18][N:19]([CH3:21])[CH3:20])[CH2:17][CH2:16][O:15][CH2:14][CH2:13]2)=[CH:8][CH:7]=1.[NH:22]1[CH2:27][CH2:26][O:25][CH2:24][CH2:23]1.C(=O)([O-])[O-].[K+].[K+]>C(#N)C>[CH3:20][N:19]([CH3:21])[CH2:18][C:12]1([C:9]2[CH:10]=[CH:11][C:6]([O:5][CH2:4][CH2:3][CH2:2][N:22]3[CH2:27][CH2:26][O:25][CH2:24][CH2:23]3)=[CH:7][CH:8]=2)[CH2:17][CH2:16][O:15][CH2:14][CH2:13]1 |f:2.3.4|. Reported procedure: A mixture of 1-{4-[4-(3-chloropropoxy)phenyl]tetrahydro-2H-pyran-4-yl}-N,N-dimethylmethanamine (100 mg, 0.32 mmol), morpholine (100 mg, 1.1 mmol) and potassium carbonate (100 mg, 0.72 mmol) was heated at reflux in acetonitrile (5 ml) for 8 hours. Further morpholine (100 mg, 1.1 mmol) and potassium carbonate (100 mg, 0.72 mmol) were added and the reaction mixture heated at reflux for 6 hours. The reaction mixture was concentrated in vacuo. The residue was purified by flash chromatography on silic... Starting materials: CS(=O)(=O)OC1=CC=C(COC(C2=CC=C(C=C2)CC(C(=O)OCC(Cl)(Cl)Cl)OCC)=O)C=C1 (4-[2-ethoxy-2-(2,2,2-trichloro-ethoxycarbonyl)-ethyl]-benzoic acid 4-methane sulfonyloxy-benzyl ester), C(C)(=O)O (acetic acid). Reagents/catalysts: [Zn] (zinc). Run in C(Cl)Cl (DCM). Run at time 17 hour. Yields the product CS(=O)(=O)OC1=CC=C(COC(C2=CC=C(C=C2)CC(OCC)C(=O)O)=O)C=C1 (4-(2-Carboxy-2-ethoxy-ethyl)-benzoic acid 4-methanesulfonyloxy-benzyl ester), oil. The yield is 36.0%. As a reaction SMILES: [CH3:1][S:2]([O:5][C:6]1[CH:34]=[CH:33][C:9]([CH2:10][O:11][C:12](=[O:32])[C:13]2[CH:18]=[CH:17][C:16]([CH2:19][CH:20]([O:29][CH2:30][CH3:31])[C:21]([O:23]CC(Cl)(Cl)Cl)=[O:22])=[CH:15][CH:14]=2)=[CH:8][CH:7]=1)(=[O:4])=[O:3].C(O)(=O)C>C(Cl)Cl.[Zn]>[CH3:1][S:2]([O:5][C:6]1[CH:7]=[CH:8][C:9]([CH2:10][O:11][C:12](=[O:32])[C:13]2[CH:18]=[CH:17][C:16]([CH2:19][CH:20]([C:21]([OH:23])=[O:22])[O:29][CH2:30][CH3:31])=[CH:15][CH:14]=2)=[CH:33][CH:34]=1)(=[O:4])=[O:3]. Procedure details: To a solution of 4-[2-ethoxy-2-(2,2,2-trichloro-ethoxycarbonyl)-ethyl]-benzoic acid 4-methane sulfonyloxy-benzyl ester (0.02 g, 0.036 mmol) in dry DCM (2 mL) was first added zinc dust (0.047 g, 0.722 mmol), then acetic acid (1.08 mL, 18.06 mmol) at 0° C. The resulting inhomogeneous mixture was stirred for 17 h without removing the ice bath. The zinc was filtered off and washed with DCM and MeOH and the remaining filtrates were combined and evaporated under reduced pressure. The crude product was... Starting materials: solution, C[Si](C)(C)[N-][Si](C)(C)C.[Li+] (lithium bis(trimethylsilyl)amide), CC1(C=2CC(CC2C(CC1)(C)C)(C=O)CCCCC)C (4,4,7,7-tetramethyl-2-pentyl-2,3,4,5,6,7-hexahydro-1H-indene-2-carbaldehyde), [Cl-].[NH4+] (ammonium chloride), C(C)OC(C1=CC=C(C=C1)CP(=O)(OCC)OCC)=O (4-(diethoxy-phosphorylmethyl)-benzoic acid ethyl ester). Solvent: CCCCCC (hexane), C1CCOC1 (THF), C1CCOC1 (THF). Run at time 3 hour. The product is C(C)OC(C1=CC=C(C=C1)\C=C\C1(CC=2C(CCC(C2C1)(C)C)(C)C)CCCCC)=O ((E)-4-[2-(4,4,7,7-tetramethyl-2-pentyl-2,3,4,5,6,7-hexahydro-1H-indene-2-yl)-vinyl]-benzoic acid ethyl ester). Isolated yield 103.8%. RXN SMILES: [CH2:1]([O:3][C:4](=[O:20])[C:5]1[CH:10]=[CH:9][C:8]([CH2:11]P(OCC)(OCC)=O)=[CH:7][CH:6]=1)[CH3:2].C[Si]([N-][Si](C)(C)C)(C)C.[Li+].[CH3:31][C:32]1([CH3:50])[CH2:40][CH2:39][C:38]([CH3:42])([CH3:41])[C:37]2[CH2:36][C:35]([CH2:45][CH2:46][CH2:47][CH2:48][CH3:49])([CH:43]=O)[CH2:34][C:33]1=2.[Cl-].[NH4+]>C1COCC1.CCCCCC>[CH2:1]([O:3][C:4](=[O:20])[C:5]1[CH:6]=[CH:7][C:8](/[CH:11]=[CH:43]/[C:35]2([CH2:45][CH2:46][CH2:47][CH2:48][CH3:49])[CH2:34][C:33]3[C:32]([CH3:31])([CH3:50])[CH2:40][CH2:39][C:38]([CH3:42])([CH3:41])[C:37]=3[CH2:36]2)=[CH:9][CH:10]=1)[CH3:2] |f:1.2,4.5|. Reported procedure: 0.7 g of 4-(diethoxy-phosphorylmethyl)-benzoic acid ethyl ester were dissolved in 10 ml of THF and treated at −20° C. with 2.2 ml of a 1 molar solution of lithium bis(trimethylsilyl)amide in hexane. After 15 minutes a solution of 0.46 g of 4,4,7,7-tetramethyl-2-pentyl-2,3,4,5,6,7-hexahydro-1H-indene-2-carbaldehyde in 5 ml of THF was added. The reaction mixture was stirred for 3 hours at room temperature, poured on ice cold, saturated aqueous ammonium chloride solution, extracted with ethyl aceta...